Dataset: the Open Reaction Database (ORD), a public repository of structured organic reaction records. Task: describe an organic reaction: reactants, conditions, products, and yield Starting materials: [Na] (sodium), C(CC)O (1-propanol), BrC1=NC=CC(=C1)[N+](=O)[O-] (2-bromo-4-nitropyridine). Run at temperature 95 celsius. The product is BrC1=NC=CC(=C1)OCCC (2-Bromo-4-propoxypyridine). Isolated yield 58.0%. As a reaction SMILES: [Na].[Br:2][C:3]1[CH:8]=[C:7]([N+]([O-])=O)[CH:6]=[CH:5][N:4]=1.[CH2:12]([OH:15])[CH2:13][CH3:14]>>[Br:2][C:3]1[CH:8]=[C:7]([O:15][CH2:12][CH2:13][CH3:14])[CH:6]=[CH:5][N:4]=1 |^1:0|. Procedure details: To a solution of sodium (480 mg, 21 mmol) dissolved in 1-propanol (45 mL), was added 2-bromo-4-nitropyridine [(3.2 g, 19.2 mmol), J. Med. Chem. 46(7), 1273-1276; 2003] and the mixture was heated at 95° C. for 2 hours. The solvent was then evaporated under reduced pressure and the residue was suspended in chloroform and filtered. The filtrate was washed with water, dried over magnesium sulfate, and concentrated in vacuo to give an oily residue. The residue was distilled and title product was obta... Reactants: CS(C)=O, CCOCC, ClCCl, O=C(Cl)C(=O)Cl, N#N, [Na+], O=C([O-])O, CCS(=O)(=O)N(Cc1cccnc1)c1cccc(CO)c1. Yields the product CCS(=O)(=O)N(Cc1cccnc1)c1cccc(C=O)c1. Reaction SMILES: [CH3:1][S:2]([CH3:3])=[O:4].[CH3:42][CH2:43][O:44][CH2:45][CH3:46].[Cl:39][CH2:40][Cl:41].[Cl:5][C:6]([C:7]([Cl:8])=[O:9])=[O:10].[N:32]#[N:33].[Na+:38].[O-:34][C:35]([OH:36])=[O:37].[OH:11][CH2:12][c:13]1[cH:14][c:15]([N:19]([S:20](=[O:21])(=[O:22])[CH2:23][CH3:24])[CH2:25][c:26]2[cH:27][n:28][cH:29][cH:30][cH:31]2)[cH:16][cH:17][cH:18]1>>[O:11]=[CH:12][c:13]1[cH:14][c:15]([N:19]([S:20](=[O:21])(=[O:22])[CH2:23][CH3:24])[CH2:25][c:26]2[cH:27][n:28][cH:29][cH:30][cH:31]2)[cH:16][cH:17][cH:18]1. Starting materials: ClCCl, CNC, CCN(C(C)C)C(C)C, Cc1ccc(C(=O)O)cc1-n1cnc2ccc(OCCCl)cc2c1=O, Cl, [N-]=C=O. Yields the product Cc1ccc(C(=O)O)cc1-n1cnc2ccc(OCCN(C)C)cc2c1=O. Reaction SMILES: [CH2:39]([Cl:40])[Cl:41].[CH3:27][NH:28][CH3:29].[CH:30]([N:31]([CH2:32][CH3:33])[CH:34]([CH3:35])[CH3:36])([CH3:37])[CH3:38].[Cl:1][CH2:2][CH2:3][O:4][c:5]1[cH:6][c:7]2[c:8](=[O:25])[n:9](-[c:15]3[cH:16][c:17]([C:18](=[O:19])[OH:20])[cH:21][cH:22][c:23]3[CH3:24])[cH:10][n:11][c:12]2[cH:13][cH:14]1.[ClH:26].[N-:42]=[C:43]=[O:44]>>[CH2:2]([CH2:3][O:4][c:5]1[cH:6][c:7]2[c:8](=[O:25])[n:9](-[c:15]3[cH:16][c:17]([C:18](=[O:19])[OH:20])[cH:21][cH:22][c:23]3[CH3:24])[cH:10][n:11][c:12]2[cH:13][cH:14]1)[N:28]([CH3:27])[CH3:29]. The reactants are CC(=O)OC(C)=O, CC(=O)O, Cc1cc(C)c(-n2c(C)cc(C#N)c2N)c(C)c1. Yields the product CC(=O)Nc1c(C#N)cc(C)n1-c1c(C)cc(C)cc1C. RXN SMILES: [CH3:19][C:20](=[O:21])[O:22][C:23](=[O:24])[CH3:25].[CH3:26][C:27](=[O:28])[OH:29].[NH2:1][c:2]1[n:3](-[c:10]2[c:11]([CH3:18])[cH:12][c:13]([CH3:17])[cH:14][c:15]2[CH3:16])[c:4]([CH3:9])[cH:5][c:6]1[C:7]#[N:8]>>[NH:1]([c:2]1[n:3](-[c:10]2[c:11]([CH3:18])[cH:12][c:13]([CH3:17])[cH:14][c:15]2[CH3:16])[c:4]([CH3:9])[cH:5][c:6]1[C:7]#[N:8])[C:20]([CH3:19])=[O:21].